This data is from the Open Reaction Database (ORD), a public repository of structured organic reaction records. The task is: describe an organic reaction: reactants, conditions, products, and yield Starting materials: [OH-].[K+] (potassium hydroxide), NC1=C(C(=NC=C1Cl)Cl)Cl (4-amino-2,3,5-trichloropyridine), NCCO (2-aminoethanol), [OH-].[K+] (potassium hydroxide), NCCO (2-aminoethanol), [OH-].[K+] (potassium hydroxide). The solvent is CS(=O)C (dimethylsulfoxide), CS(=O)C (dimethylsulfoxide), CS(=O)C (dimethylsulfoxide). Reaction conditions: temperature 150 celsius. Product: NC1=C(C(=NC=C1Cl)OCCN)Cl (4-Amino-2-(2-aminoethoxy)-3,5-dichloropyridine). As a reaction SMILES: [NH2:1][CH2:2][CH2:3][OH:4].[OH-].[K+].[NH2:7][C:8]1[C:13]([Cl:14])=[CH:12][N:11]=[C:10](Cl)[C:9]=1[Cl:16]>CS(C)=O>[NH2:7][C:8]1[C:13]([Cl:14])=[CH:12][N:11]=[C:10]([O:4][CH2:3][CH2:2][NH2:1])[C:9]=1[Cl:16] |f:1.2|. Procedure: A mixture containing 21.4 grams (0.35 mole) of 2-aminoethanol, 50 milliliters of dimethylsulfoxide and 20 grams (0.36 mole) of potassium hydroxide was heated at 110° C. until all of the potassium hydroxide was reacted. The solution was added to a mixture containing 69 grams (0.35 mole) of 4-amino-2,3,5-trichloropyridine dissolved in 200 milliliters of dimethylsulfoxide. The mixture was heated for 11/2 hours at 138° C. to 150° C. under agitation and thereafter quenched by pouring into ice water. ...